describe an organic reaction: reactants, conditions, products, and yield From a dataset of the Open Reaction Database (ORD), a public repository of structured organic reaction records. Reactants: Cc1ccccc1, Cc1cccc(C)c1N=C=O, NO, O. The product is Cc1cccc(C)c1NC(=O)NO. As a reaction SMILES: [CH3:15][c:16]1[cH:17][cH:18][cH:19][cH:20][cH:21]1.[CH3:3][c:4]1[c:5]([N:11]=[C:12]=[O:13])[c:6]([CH3:10])[cH:7][cH:8][cH:9]1.[NH2:1][OH:2].[OH2:14]>>[NH:1]([OH:2])[C:12]([NH:11][c:5]1[c:4]([CH3:3])[cH:9][cH:8][cH:7][c:6]1[CH3:10])=[O:13]. The reactants are N1=CC=C(C=C1)C(CC1=CNC2=CC=CC=C12)C (3-[2-(4-pyridyl)-2-methyl-ethyl]-indole). The reagents and catalysts are [Pt]=O (platinum oxide). Solvent: C(C)(=O)O (acetic acid). Product: N1CCC(CC1)C(CC1=CNC2=CC=CC=C12)C (3-[2-(4-piperidyl)-2-methyl-ethyl]-indole). The yield is 30.5%. Reaction SMILES: [N:1]1[CH:6]=[CH:5][C:4]([CH:7]([CH3:18])[CH2:8][C:9]2[C:17]3[C:12](=[CH:13][CH:14]=[CH:15][CH:16]=3)[NH:11][CH:10]=2)=[CH:3][CH:2]=1>C(O)(=O)C.[Pt]=O>[NH:1]1[CH2:6][CH2:5][CH:4]([CH:7]([CH3:18])[CH2:8][C:9]2[C:17]3[C:12](=[CH:13][CH:14]=[CH:15][CH:16]=3)[NH:11][CH:10]=2)[CH2:3][CH2:2]1. Reported procedure: 0.8 g of 3-[2-(4-pyridyl)-2-methyl-ethyl]-indole were hydrogenated at atmospheric pressure for a period of 15 hours at 60° C. in 20 ml acetic acid in the presence of 0.4 g platinum oxide. The catalyst was eliminated by filtration and the filtrate evaporated. The residue was purified by chromatography over silica (eluant: ethanol-diethylamine: 9-1). 0.25 g 3-[2-(4-piperidyl)-2-methyl-ethyl]-indole were obtained which were converted into the hydrochloride in ethanol. 0.15 g 3-[2-(4-piperidyl)-2-me...